Task: describe an organic reaction: reactants, conditions, products, and yield. Dataset: the Open Reaction Database (ORD), a public repository of structured organic reaction records Starting materials: CC(O)C(=O)O, CO, CCOCC, CC(CO)(CO)NCc1cc2c3ccccc3ccc2c2ccccc12. Product: CC(O)C(=O)O, CC(CO)(CO)NCc1cc2c3ccccc3ccc2c2ccccc12. RXN SMILES: [CH3:27][CH:28]([OH:29])[C:30]([OH:31])=[O:32].[CH3:33][OH:34].[CH3:35][CH2:36][O:37][CH2:38][CH3:39].[cH:1]1[cH:2][cH:3][cH:4][c:5]2[c:6]3[cH:7][c:8]([CH2:19][NH:20][C:21]([CH2:22][OH:23])([CH2:24][OH:25])[CH3:26])[c:9]4[cH:10][cH:11][cH:12][cH:13][c:14]4[c:15]3[cH:16][cH:17][c:18]12>>[CH3:27][CH:28]([OH:29])[C:30](=[O:31])[OH:32].[cH:1]1[cH:2][cH:3][cH:4][c:5]2[c:6]3[cH:7][c:8]([CH2:19][NH:20][C:21]([CH2:22][OH:23])([CH2:24][OH:25])[CH3:26])[c:9]4[cH:10][cH:11][cH:12][cH:13][c:14]4[c:15]3[cH:16][cH:17][c:18]12.